describe an organic reaction: reactants, conditions, products, and yield From a dataset of the Open Reaction Database (ORD), a public repository of structured organic reaction records. Starting materials: N1N=NN=C1C1=CC=C(OC2=C(C(=O)O)C=CC=N2)C=C1 (2-[4-(5-1H-tetrazolyl)phenoxy]nicotinic acid), S(O)(O)(=O)=O (sulfuric acid), ice water. Conditions: temperature 180 celsius. Product: N1N=NN=C1C=1C=CC2=C(C(C=3C(=NC=CC3)O2)=O)C1 (7-(5-1H-tetrazolyl)-5-oxo-5H-[1]benzopyrano[2,3-b]pyridine). Isolated yield 64.1%. RXN SMILES: [NH:1]1[C:5]([C:6]2[CH:21]=[CH:20][C:9]([O:10][C:11]3[N:19]=[CH:18][CH:17]=[CH:16][C:12]=3[C:13]([OH:15])=O)=[CH:8][CH:7]=2)=[N:4][N:3]=[N:2]1.S(=O)(=O)(O)O>>[NH:4]1[C:5]([C:6]2[CH:7]=[CH:8][C:9]3[O:10][C:11]4=[N:19][CH:18]=[CH:17][CH:16]=[C:12]4[C:13](=[O:15])[C:20]=3[CH:21]=2)=[N:1][N:2]=[N:3]1. Procedure: A mixture of 0.5 g of 2-[4-(5-1H-tetrazolyl)phenoxy]nicotinic acid and 5 ml of concentrated sulfuric acid is heated at 180° C for 2.5 hours, and then poured into ice water. The crystalline precipitate is filtered off, washed with water and with methanol and recrystallized from dimethylformamide to give 0.3 g of 7-(5-1H-tetrazolyl)-5-oxo-5H-[1]benzopyrano[2,3-b]pyridine melting at above 300° C.